This data is from the Open Reaction Database (ORD), a public repository of structured organic reaction records. The task is: describe an organic reaction: reactants, conditions, products, and yield Starting materials: OCC=1C=NC=CC1 (3-hydroxymethyl-pyridine), FC1=CC=C(C(=O)Cl)C=C1 (4-fluorobenzoic acid chloride). Run in C1=CC=CC=C1 (benzene), C1=CC=CC=C1 (benzene). Conditions: temperature 20 celsius. The product is FC1=CC=C(C(=O)OCC=2C=NC=CC2)C=C1 (3-[ (4-fluorobenzoyl)-oxymethyl]-pyridine). Yield: 67.7%. As a reaction SMILES: [OH:1][CH2:2][C:3]1[CH:4]=[N:5][CH:6]=[CH:7][CH:8]=1.[F:9][C:10]1[CH:18]=[CH:17][C:13]([C:14](Cl)=[O:15])=[CH:12][CH:11]=1>C1C=CC=CC=1>[F:9][C:10]1[CH:18]=[CH:17][C:13]([C:14]([O:1][CH2:2][C:3]2[CH:4]=[N:5][CH:6]=[CH:7][CH:8]=2)=[O:15])=[CH:12][CH:11]=1. Reported procedure: 10.5 g. of 3-hydroxymethyl-pyridine are dissolved in 60 ml. of anhydrous benzene. The solution is stirred at 20° C. and 7.6 g. of 4-fluorobenzoic acid chloride dissolved in 60 ml. of benzene are added dropwise thereto. The reaction mixture is refluxed for 30 minutes and then cooled to 20° C. The precipitated 3-hydroxymethyl-pyridine hydrochloride is filtered off. The filtrate is extracted with 250 ml. of 5% aqueous hydrochloric acid. The separated aqueous acidic layer is washed with 50 ml. of di... The reactants are BrC1=C(C=CC(=C1)Cl)O (2-bromo-4-chlorophenol), C([O-])([O-])=O.[Cs+].[Cs+] (cesium carbonate), O (water), FC(S(=O)(=O)OCC(F)(F)F)(F)F (2,2,2-trifluoroethyl trifluoromethanesulfonate). Run in CN1C(CCC1)=O (1-methyl-2-pyrrolidinone). Reaction conditions: time 14 hour. The product is BrC1=C(C=CC(=C1)Cl)OCC(F)(F)F (2-Bromo-4-chloro-1-(2,2,2-trifluoroethoxy)-benzene). Yield: 89.0%. Reaction SMILES: [Br:1][C:2]1[CH:7]=[C:6]([Cl:8])[CH:5]=[CH:4][C:3]=1[OH:9].C(=O)([O-])[O-].[Cs+].[Cs+].FC(F)(F)S(O[CH2:22][C:23]([F:26])([F:25])[F:24])(=O)=O.O>CN1CCCC1=O>[Br:1][C:2]1[CH:7]=[C:6]([Cl:8])[CH:5]=[CH:4][C:3]=1[O:9][CH2:22][C:23]([F:26])([F:25])[F:24] |f:1.2.3|. Procedure details: To a stirred solution of 2-bromo-4-chlorophenol (3.38 g, 16.3 mmol) in anhydrous 1-methyl-2-pyrrolidinone (25 ml) under an atmosphere of nitrogen, was added cesium carbonate (8.0 g, 24.4 mmol). The mixture was cooled to 0° C. before addition of 2,2,2-trifluoroethyl trifluoromethanesulfonate (3.78 g, 16.3 mmol) drop-wise over 2 minutes. The reaction was allowed to warm to room temperature and stirred for 14 hours. To encourage complete reaction the reaction mixture was warmed to 120° C. for 3 hou... Reaction SMILES: [CH3:1][S:2]([O:3][CH2:6][CH:7]1[CH2:8][CH2:9][CH:10]([n:13]2[n:14][cH:15][c:16](-[c:18]3[c:19]4[c:20]([n:21][cH:22][n:23]3)[n:24]([CH2:27][O:28][CH2:29][CH2:30][Si:31]([CH3:32])([CH3:33])[CH3:34])[cH:25][cH:26]4)[cH:17]2)[CH2:11][CH2:12]1)(=[O:4])=[O:5].[CH3:39][S:40]([CH3:41])=[O:42].[K+:35].[S-:36][C:37]#[N:38]>>[CH2:6]([CH:7]1[CH2:8][CH2:9][CH:10]([n:13]2[n:14][cH:15][c:16](-[c:18]3[c:19]4[c:20]([n:21][cH:22][n:23]3)[n:24]([CH2:27][O:28][CH2:29][CH2:30][Si:31]([CH3:32])([CH3:33])[CH3:34])[cH:25][cH:26]4)[cH:17]2)[CH2:11][CH2:12]1)[S:36][C:37]#[N:38]. Yields the product C[Si](C)(C)CCOCn1ccc2c(-c3cnn(C4CCC(CSC#N)CC4)c3)ncnc21. Starting materials: C[Si](C)(C)CCOCn1ccc2c(-c3cnn(C4CCC(COS(C)(=O)=O)CC4)c3)ncnc21, CS(C)=O, [K+], N#C[S-]. Reactants: CSC1=C(C=CC=C1)NC(NN)=S (4-[2-(methylthio)phenyl]-3-thiosemicarbazide), ClC(C(=O)OCC)C(=O)C (ethyl 2-chloroacetoacetate), Cl (hydrogen chloride). Solvent: C(C)O (ethanol). Reaction conditions: time 1 hour. Product: CC1=C(C(=NN1)NC1=C(C=CC=C1)SC)C(=O)OCC (5-Methyl-3-[[2-(methylthio)phenyl]amino]-1H-pyrazole-4-carboxylic acid, ethyl ester). Isolated yield 91.2%. RXN SMILES: [CH3:1][S:2][C:3]1[CH:8]=[CH:7][CH:6]=[CH:5][C:4]=1[NH:9][C:10](=S)[NH:11][NH2:12].Cl[CH:15]([C:21]([CH3:23])=O)[C:16]([O:18][CH2:19][CH3:20])=[O:17].Cl>C(O)C>[CH3:23][C:21]1[NH:12][N:11]=[C:10]([NH:9][C:4]2[CH:5]=[CH:6][CH:7]=[CH:8][C:3]=2[S:2][CH3:1])[C:15]=1[C:16]([O:18][CH2:19][CH3:20])=[O:17]. Procedure details: A mixture of 15 g (0.07 mole) of 4-[2-(methylthio)phenyl]-3-thiosemicarbazide and 11.96 g (0.07 mole) of ethyl 2-chloroacetoacetate (97%) in 100 mL of absolute ethanol was stirred under nitrogen atmosphere for 1 hr at room temperature. The reaction was slightly exothermic and the mixture took on a yellow color as most of the solid dissolved. The mixture was treated with 50 mL of 2N ethanolic hydrogen chloride and heated at reflux for 1.5 hr. The mixture had darkened to a deep, clear, orange colo... The reactants are O (water), C1(=CC=CC=C1)N (Phenylamine), C1(=CC=CC=C1)C#CC(=O)O (phenylpropiolic acid), C1(CCCCC1)N=C=NC1CCCCC1 (1,3-dicyclohexylcarbodiimide). The solvent is ClCCl (dichloromethane). Conditions: time 14 hour. Yields the product C1(=CC=CC=C1)NC(C#CC1=CC=CC=C1)=O (3-phenyl-propynoic acid phenylamide). The yield is 61.0%. RXN SMILES: [C:1]1([NH2:7])[CH:6]=[CH:5][CH:4]=[CH:3][CH:2]=1.[C:8]1([C:14]#[C:15][C:16](O)=[O:17])[CH:13]=[CH:12][CH:11]=[CH:10][CH:9]=1.C1(N=C=NC2CCCCC2)CCCCC1.O>ClCCl>[C:1]1([NH:7][C:16](=[O:17])[C:15]#[C:14][C:8]2[CH:13]=[CH:12][CH:11]=[CH:10][CH:9]=2)[CH:6]=[CH:5][CH:4]=[CH:3][CH:2]=1. Reported procedure: Phenylamine (1.86 g, 20 mmol) and phenylpropiolic acid (3.22 g, 22 mmol) were dissolved in dichloromethane (50 ml) and 1,3-dicyclohexylcarbodiimide (4.8 g, 23.2 mmol) was added in one portion at 0° C. The mixture was stirred room temperature for 14 h. The mixture was poured into water and extracted with dichloromethane (3×15 ml). The organic layers were combined, dried over anhydrous sodium sulfate and concentrated in vacuo. Purification by flash column chromatography on silica gel, eluting with... Starting materials: ICCCCCC (1-iodohexane), OC=1C=C2C=CC(=CC2=CC1)C(C(=O)O)C (racemic 6-hydroxy-α-methyl-2-naphthaleneacetic acid). Product: CC(C(=O)O)C1=CC2=CC=C(C=C2C=C1)OCCCCCC (α-Methyl-6-(hexyloxy)-2-naphthaleneacetic acid). As a reaction SMILES: I[CH2:2][CH2:3][CH2:4][CH2:5][CH2:6][CH3:7].[OH:8][C:9]1[CH:10]=[C:11]2[C:16](=[CH:17][CH:18]=1)[CH:15]=[C:14]([CH:19]([CH3:23])[C:20]([OH:22])=[O:21])[CH:13]=[CH:12]2>>[CH3:23][CH:19]([C:14]1[CH:13]=[CH:12][C:11]2[C:16](=[CH:17][CH:18]=[C:9]([O:8][CH2:2][CH2:3][CH2:4][CH2:5][CH2:6][CH3:7])[CH:10]=2)[CH:15]=1)[C:20]([OH:22])=[O:21]. Reported procedure: The title compound is prepared according to the method of Example 7 using 1-iodohexane and racemic 6-hydroxy-α-methyl-2-naphthaleneacetic acid. White crystals are obtained having a melting point of 88°-91° C.